This data is from the Open Reaction Database (ORD), a public repository of structured organic reaction records. The task is: describe an organic reaction: reactants, conditions, products, and yield Starting materials: CC#N, C1CC2CNC1CN2, Cl, Cl, CC1COc2c(F)c(F)cc3c(=O)c(C(=O)O)cn1c23, C1CCC2=NCCCN2CC1. The product is CC1COc2c(N3CC4CCC3CN4)c(F)cc3c(=O)c(C(=O)O)cn1c23. Reaction SMILES: [CH3:42][C:43]#[N:44].[CH:23]12[NH:24][CH2:25][CH:26]([NH:27][CH2:28]1)[CH2:29][CH2:30]2.[ClH:21].[ClH:22].[F:1][c:2]1[c:3]([F:20])[c:4]2[c:5]3[n:6]([cH:11][c:12]([C:17](=[O:18])[OH:19])[c:13](=[O:16])[c:14]3[cH:15]1)[CH:7]([CH3:10])[CH2:8][O:9]2.[N:31]12[CH2:32][CH2:33][CH2:34][N:35]=[C:36]1[CH2:37][CH2:38][CH2:39][CH2:40][CH2:41]2>>[F:1][c:2]1[c:3]([N:24]2[CH:23]3[CH2:28][NH:27][CH:26]([CH2:25]2)[CH2:29][CH2:30]3)[c:4]2[c:5]3[n:6]([cH:11][c:12]([C:17](=[O:18])[OH:19])[c:13](=[O:16])[c:14]3[cH:15]1)[CH:7]([CH3:10])[CH2:8][O:9]2. Reactants: crude product, C(C=C)O[C@H](CC=O)COCC1=CC=CC=C1 ((R)-3-allyloxy-4-benzyloxy-butyraldehyde), C([O-])(O)=O.[Na+] (sodium bicarbonate), Cl.NO (Hydroxylamine hydrochloride), C(C)(=O)[O-].[Na+] (sodium acetate). Solvent: C(C)(=O)OCC (ethyl acetate), O (water), C(C)O (ethanol). Run at time 20 hour. The product is C(C=C)O[C@H](CC=NO)COCC1=CC=CC=C1 ((R)-3-allyloxy-4-benzyloxy-butyraldehyde oxime). The yield is 53.9%. Reaction SMILES: Cl.[NH2:2][OH:3].C([O-])(=O)C.[Na+].[CH2:9]([O:12][C@@H:13]([CH2:17][O:18][CH2:19][C:20]1[CH:25]=[CH:24][CH:23]=[CH:22][CH:21]=1)[CH2:14][CH:15]=O)[CH:10]=[CH2:11].C(=O)(O)[O-].[Na+]>C(OCC)(=O)C.O.C(O)C>[CH2:9]([O:12][C@@H:13]([CH2:17][O:18][CH2:19][C:20]1[CH:25]=[CH:24][CH:23]=[CH:22][CH:21]=1)[CH2:14][CH:15]=[N:2][OH:3])[CH:10]=[CH2:11] |f:0.1,2.3,5.6|. Procedure: Potassium carbonate (5.14 g) and methyl iodide (4.90 mL) were added to a mixed solution of 2-((R)-2-allyloxy-3-benzyloxy-propyl)-[1,3]dithiane (12 g) in acetonitrile (27 mL) and water (4.5 mL), and then the mixture was stirred at 40° C. After four hours, water (3 mL) and methyl iodide (2 mL) were added to the reaction solution. After further three hours, methyl iodide (1 mL) was added to the reaction solution. After stirring for eight hours in total, water and t-butyl methyl ether were added to ...